From a dataset of the Open Reaction Database (ORD), a public repository of structured organic reaction records. describe an organic reaction: reactants, conditions, products, and yield Starting materials: [N+](=O)([O-])C1=CC=C(CBr)C=C1 (4-nitrobenzyl bromide), ClC1=CC=C(C=C1)S[Si](C)(C)C (4-chlorophenylthio(trimethyl)silane), C(C)#N (acetonitrile). Solvent: CN(P(N(C)C)(N(C)C)=O)C (hexamethylphosphoric triamide). Conditions: time 5 minute. Yields the product [N+](=O)([O-])C1=CC=C(CSC2=CC=C(C=C2)Cl)C=C1 (4-chlorophenyl 4-nitrobenzyl sulfide). Isolated yield 94.8%. Reaction SMILES: [N+:1]([C:4]1[CH:11]=[CH:10][C:7]([CH2:8]Br)=[CH:6][CH:5]=1)([O-:3])=[O:2].[Cl:12][C:13]1[CH:18]=[CH:17][C:16]([S:19][Si](C)(C)C)=[CH:15][CH:14]=1.C(#N)C>CN(C)P(=O)(N(C)C)N(C)C>[N+:1]([C:4]1[CH:11]=[CH:10][C:7]([CH2:8][S:19][C:16]2[CH:17]=[CH:18][C:13]([Cl:12])=[CH:14][CH:15]=2)=[CH:6][CH:5]=1)([O-:3])=[O:2]. Procedure: 1.50 g (7.0 mmoles) of 4-nitrobenzyl bromide was added to a mixture of 1.36 g (6.3 mmoles) of 4-chlorophenylthio(trimethyl)silane, 20 ml of acetonitrile and 2.3 ml of hexamethylphosphoric triamide and the conversion was complete after stirring for 5 minutes at room temperature. The reaction mixture was evaporated to dryness and the residue was dissolved in 50 ml of ethyl acetate. The solution was washed sequentially with water (twice 10 ml), 10 ml of a 1N KOH solution and water (twice 10 ml), dr... Reactants: C(C)(C)(C)OC(CNCC1=C2N=C(C(=NC2=CC(=C1)Br)OC)OC)=O (N-(7-bromo-2,3-dimethoxy-quinoxalin-5-ylmethyl)-glycine tert-butyl ester). The solvent is solution, Br (hydrogen bromide), C(C)(=O)O (acetic acid), C(C)OCC (diethyl ether). Conditions: temperature 70 celsius, time 2 hour. Yields the product Br.BrC1=CC(=C2NC(C(NC2=C1)=O)=O)CNCC(=O)O (N-(7-Bromo-2,3-dioxo-1,2,3,4-tetrahydroquinoxalin-5-ylmethyl)-glycine Hydrobromide). RXN SMILES: C([O:5][C:6](=[O:25])[CH2:7][NH:8][CH2:9][C:10]1[CH:19]=[C:18]([Br:20])[CH:17]=[C:16]2[C:11]=1[N:12]=[C:13]([O:23]C)[C:14]([O:21]C)=[N:15]2)(C)(C)C>Br.C(O)(=O)C.C(OCC)C>[BrH:20].[Br:20][C:18]1[CH:17]=[C:16]2[C:11]([NH:12][C:13](=[O:23])[C:14](=[O:21])[NH:15]2)=[C:10]([CH2:9][NH:8][CH2:7][C:6]([OH:25])=[O:5])[CH:19]=1 |f:4.5|. Procedure details: 380 mg (0.921 mmol) of N-(7-bromo-2,3-dimethoxy-quinoxalin-5-ylmethyl)-glycine tert-butyl ester are dissolved in 6 ml of an approximately 25% solution of hydrogen bromide in acetic acid and the solution is stirred for two hours at 70° C. The mixture is cooled to 20° C. and diluted with diethyl ether. The solid is filtered off and washed with diethyl ether. After drying under a high vacuum, the title compound is obtained in the form of a white powder. Reactants: Cl, O=N[O-], N#Cc1cc(Br)cnc1N, [Na+], O. Product: N#Cc1cc(Br)cnc1Cl. As a reaction SMILES: [ClH:15].[N:11]([O-:12])=[O:13].[NH2:1][c:2]1[n:3][cH:4][c:5]([Br:10])[cH:6][c:7]1[C:8]#[N:9].[Na+:14].[OH2:16]>>[c:2]1([Cl:15])[n:3][cH:4][c:5]([Br:10])[cH:6][c:7]1[C:8]#[N:9]. Starting materials: C(C1=CC=C(C(=O)Cl)C=C1)(=O)Cl (terephthaloyl dichloride), FC1=CC=CC=C1 (fluorobenzene), F (hydrogen fluoride), B(F)(F)F (boron trifluoride). The solvent is stainless steel. Run at time 16.5 hour. Yields the product FC1=CC=C(C(=O)C2=CC=C(C=C2)C(C2=CC=C(C=C2)F)=O)C=C1 (1,4-bis-(4-fluorobenzoyl)-benzene). The yield is 122.6%. Reaction SMILES: [C:1](Cl)(=[O:11])[C:2]1[CH:10]=[CH:9][C:5]([C:6](Cl)=[O:7])=[CH:4][CH:3]=1.[F:13][C:14]1[CH:19]=[CH:18][CH:17]=[CH:16][CH:15]=1.[FH:20].B(F)(F)F>>[F:13][C:14]1[CH:19]=[CH:18][C:17]([C:1]([C:2]2[CH:10]=[CH:9][C:5]([C:6](=[O:7])[C:2]3[CH:10]=[CH:9][C:5]([F:20])=[CH:4][CH:3]=3)=[CH:4][CH:3]=2)=[O:11])=[CH:16][CH:15]=1. Reported procedure: 20.3 g of terephthaloyl dichloride, 19.2 g of fluorobenzene and 50 g of hydrogen fluoride were initially introduced into a 250 ml stainless steel autoclave and boron trifluoride was introduced under pressure at 10 bar. The autoclave was shaken for 16.5 h at room temperature. Working-up was carried out by initially evaporating the volatile components at room temperature and then at 60° to 100° C. and recrystallizing the residue from chlorobenzene in the presence of sodium carbonate. 19.76 g of 1,...